Dataset: the Open Reaction Database (ORD), a public repository of structured organic reaction records. Task: describe an organic reaction: reactants, conditions, products, and yield Reactants: C(C)(C)(C)OC(=O)N(S(=O)(=O)C)C1=CN(C2=CC=CC=C12)CC(=O)O[C@@H](CC1=C(C=[N+](C=C1Cl)[O-])Cl)C1=CC(=C(C=C1)OC(F)F)OCC1CC1 ((S)-4-(2-(2-(3-(N-(tert-butoxycarbonyl)methylsulfonamido)-1H-indol-1-yl)acetoxy)-2-(3-(cyclopropylmethoxy)-4-(difluoromethoxy)phenyl)ethyl)-3,5-dichloropyridine 1-oxide), Cl (HCl), O1CCOCC1 (dioxane). The solvent is C(Cl)Cl (DCM). Yields the product ClC=1C=[N+](C=C(C1C[C@H](OC(CN1C=C(C2=CC=CC=C12)NS(=O)(=O)C)=O)C1=CC(=C(C=C1)OC(F)F)OCC1CC1)Cl)[O-] ((S)-3,5-dichloro-4-(2-(3-(cyclopropylmethoxy)-4-(difluoromethoxy)phenyl)-2-(2-(3-(methylsulfonamido)-1H-indol-1-yl)acetoxy)ethyl)pyridine 1-oxide). The yield is 81.3%. As a reaction SMILES: C(OC([N:8]([C:13]1[C:21]2[C:16](=[CH:17][CH:18]=[CH:19][CH:20]=2)[N:15]([CH2:22][C:23]([O:25][C@H:26]([C:37]2[CH:42]=[CH:41][C:40]([O:43][CH:44]([F:46])[F:45])=[C:39]([O:47][CH2:48][CH:49]3[CH2:51][CH2:50]3)[CH:38]=2)[CH2:27][C:28]2[C:33]([Cl:34])=[CH:32][N+:31]([O-:35])=[CH:30][C:29]=2[Cl:36])=[O:24])[CH:14]=1)[S:9]([CH3:12])(=[O:11])=[O:10])=O)(C)(C)C.Cl.O1CCOCC1>C(Cl)Cl>[Cl:36][C:29]1[CH:30]=[N+:31]([O-:35])[CH:32]=[C:33]([Cl:34])[C:28]=1[CH2:27][C@@H:26]([C:37]1[CH:42]=[CH:41][C:40]([O:43][CH:44]([F:45])[F:46])=[C:39]([O:47][CH2:48][CH:49]2[CH2:51][CH2:50]2)[CH:38]=1)[O:25][C:23](=[O:24])[CH2:22][N:15]1[C:16]2[C:21](=[CH:20][CH:19]=[CH:18][CH:17]=2)[C:13]([NH:8][S:9]([CH3:12])(=[O:11])=[O:10])=[CH:14]1. Procedure details: A solution of (S)-4-(2-(2-(3-(N-(tert-butoxycarbonyl)methylsulfonamido)-1H-indol-1-yl)acetoxy)-2-(3-(cyclopropylmethoxy)-4-(difluoromethoxy)phenyl)ethyl)-3,5-dichloropyridine 1-oxide (297 mg, 0.385 mmol) and 4N HCl in dioxane (2 ml, 8.00 mmol) in DCM (4 ml) was stirred at room temperature for 18 hours. The volatiles were removed under vacuum and the crude was purified by flash chromatography on silica gel (DCM:EtOAc=6:4) to give (S)-3,5-dichloro-4-(2-(3-(cyclopropylmethoxy)-4-(difluoromethoxy)ph... The reactants are CC1(C2C=CC(C1C2)=O)C.[O-][Mn](=O)(=O)=O.[K+] (6,6-Dimethylbicyclo[3.1.1]hept-3-en-2-one KMnO4), CC1([C@H]2CCC(=C)[C@@H]1C2)C ((−)-β-Pinene), [O-][Mn](=O)(=O)=O.[K+] (KMnO4), O (water), [O-][Mn](=O)(=O)=O.[K+] (KMnO4). The solvent is C(Cl)Cl (methylene chloride). Product: CC1(C2CCC(C1C2)=O)C (6,6-dimethyl-bicyclo[3.1.1]heptan-2-one). RXN SMILES: [CH3:1][C:2]1([CH3:10])[CH:7]2[CH2:8][CH:3]1[CH:4]=[CH:5][C:6]2=[O:9].[O-][Mn](=O)(=O)=O.[K+].O.CC1(C)[C@H]2C[C@@H]1CCC2=C.[O-][Mn](=O)(=O)=O.[K+]>C(Cl)Cl>[CH3:1][C:2]1([CH3:10])[CH:7]2[CH2:8][CH:3]1[CH2:4][CH2:5][C:6]2=[O:9] |f:0.1.2,5.6|. Procedure details: 6,6-Dimethylbicyclo[3.1.1]hept-3-en-2-one—KMnO4 (5.71 g) was ground into a fine powder and combined with acidic alumina (22.55 g) and water (5.6 mL) for 5 minutes in order to form a homogenous mixture. (−)-β-Pinene (1.16 mL), and methylene chloride (200 mL) were placed in a 250 mL round bottom flask; the moistened KMnO4/acidic alumina was added in small portions slowly to the solution. As the KMnO4/acidic alumina was added, the reaction turned into a dark purple color solution. The reaction was ... The reactants are C(C=C)N(C(OCC)=O)CC(OC)OC (ethyl N-allyl-N-(2,2-dimethoxyethyl)-carbamate). Run in C(=O)O (formic acid). Yields the product C(C=C)N(C(OCC)=O)CC=O (Ethyl N-allyl-N-(2-oxoethyl)-carbamate). As a reaction SMILES: [CH2:1]([N:4]([CH2:10][CH:11](OC)[O:12]C)[C:5](=[O:9])[O:6][CH2:7][CH3:8])[CH:2]=[CH2:3]>C(O)=O>[CH2:1]([N:4]([CH2:10][CH:11]=[O:12])[C:5](=[O:9])[O:6][CH2:7][CH3:8])[CH:2]=[CH2:3]. Procedure: 68 g (0.313 mol) of ethyl N-allyl-N-(2,2-dimethoxyethyl)-carbamate are heated with150 ml of formic acid at 100° C. for one hour. The mixture is poured onto ice and extracted several times with methylene chloride, the organic phases are washed with sodium bicarbonate solution, dried over magnesium sulphate and concentrated and the residue is distilled. Reactants: CCN(CC)CCNc1ccc(C=O)c2sc3ccc(OC)cc3c(=O)c12, NC=O, O=CO, [Na+], [OH-]. Product: CCN(CC)CCNc1ccc(CN(C)C=O)c2sc3ccc(OC)cc3c(=O)c12. As a reaction SMILES: [CH2:1]([CH3:2])[N:3]([CH2:4][CH2:5][NH:6][c:7]1[cH:8][cH:9][c:10]([CH:24]=[O:25])[c:11]2[s:12][c:13]3[cH:14][cH:15][c:16]([O:22][CH3:23])[cH:17][c:18]3[c:19](=[O:21])[c:20]12)[CH2:26][CH3:27].[CH:28](=[O:29])[NH2:30].[CH:33]([OH:34])=[O:35].[Na+:32].[OH-:31]>>[CH2:1]([CH3:2])[N:3]([CH2:4][CH2:5][NH:6][c:7]1[cH:8][cH:9][c:10]([CH2:24][N:30]([CH:28]=[O:29])[CH3:33])[c:11]2[s:12][c:13]3[cH:14][cH:15][c:16]([O:22][CH3:23])[cH:17][c:18]3[c:19](=[O:21])[c:20]12)[CH2:26][CH3:27]. The reactants are CC1(N=C(OC1)C1=C(C=CC=C1)C1=CC=C(C=C1)C(=O)O)C (4,4-dimethyl-2-(4'-carboxybiphenyl-2-yl)oxazoline), C(Cl)Cl (methylene chloride), S(=O)(Cl)Cl (thionyl chloride). RXN SMILES: [CH3:1][C:2]1([CH3:22])[CH2:6][O:5][C:4]([C:7]2[CH:12]=[CH:11][CH:10]=[CH:9][C:8]=2[C:13]2[CH:18]=[CH:17][C:16]([C:19]([OH:21])=[O:20])=[CH:15][CH:14]=2)=[N:3]1.S(Cl)(Cl)=O.[CH2:27](Cl)Cl>>[CH3:1][C:2]1([CH3:22])[CH2:6][O:5][C:4]([C:7]2[CH:12]=[CH:11][CH:10]=[CH:9][C:8]=2[C:13]2[CH:18]=[CH:17][C:16]([C:19]([O:21][CH3:27])=[O:20])=[CH:15][CH:14]=2)=[N:3]1. Run at time 2 hour. The yield is 91.0%. Procedure: 10.0 g (33.8 mmol) of 4,4-dimethyl-2-(4'-carboxybiphenyl-2-yl)oxazoline was dissolved in methylene chloride (200 ml). 4.8 g (40.3 mmol) of thionyl chloride was added thereto, followed by stirring at room temperature for 2 hours. The reaction liquid was subjected to vacuum concentration. Methanol (100 ml) was added to the residue, followed by stirring for 3 hours. After distilling out the solvent under a reduced pressure, methylene chloride and a saturated aqueous solution of sodium hydrogencarbo... Yields the product CC1(N=C(OC1)C1=C(C=CC=C1)C1=CC=C(C=C1)C(=O)OC)C (4,4-dimethyl-2-(4'-methoxycarbonylbiphenyl-2-yl)oxazoline). Reactants: C(C)(C)(C)OC(N(C)C1CN(CC1C1=CC(=C(C=C1)Cl)Cl)C(=O)C1CCN(CC1)C(=O)C1(CC1)C)=O ({(3RS,4SR)-4-(3,4-dichloro-phenyl)-1-[1-(1-methyl-cyclopropanecarbonyl)-piperidine-4-carbonyl]-pyrrolidin-3-yl}-methyl-carbamic acid tert-butyl ester), FC(C(=O)O)(F)F (trifluoroacetic acid), C([O-])([O-])=O.[Na+].[Na+] (sodium carbonate). The solvent is ClCCl (dichloromethane). Reaction conditions: time 20 hour. Yields the product ClC=1C=C(C=CC1Cl)C1CN(CC1NC)C(=O)C1CCN(CC1)C(=O)C1(CC1)C ({4-[(3SR,4RS)-3-(3,4-Dichloro-phenyl)-4-methylamino-pyrrolidine-1-carbonyl]-piperidin-1-yl}-(1-methyl-cyclopropyl)-methanone). Isolated yield 72.8%. Reaction SMILES: C(O[C:6](=O)[N:7]([CH:9]1[CH:13]([C:14]2[CH:19]=[CH:18][C:17]([Cl:20])=[C:16]([Cl:21])[CH:15]=2)[CH2:12][N:11]([C:22]([CH:24]2[CH2:29][CH2:28][N:27]([C:30]([C:32]3([CH3:35])[CH2:34][CH2:33]3)=[O:31])[CH2:26][CH2:25]2)=[O:23])[CH2:10]1)C)(C)(C)C.FC(F)(F)C(O)=O.C(=O)([O-])[O-].[Na+].[Na+]>ClCCl>[Cl:21][C:16]1[CH:15]=[C:14]([CH:13]2[CH:9]([NH:7][CH3:6])[CH2:10][N:11]([C:22]([CH:24]3[CH2:29][CH2:28][N:27]([C:30]([C:32]4([CH3:35])[CH2:33][CH2:34]4)=[O:31])[CH2:26][CH2:25]3)=[O:23])[CH2:12]2)[CH:19]=[CH:18][C:17]=1[Cl:20] |f:2.3.4|. Procedure: Under an atmosphere of nitrogen was added to a solution of {(3RS,4SR)-4-(3,4-dichloro-phenyl)-1-[1-(1-methyl-cyclopropanecarbonyl)-piperidine-4-carbonyl]-pyrrolidin-3-yl}-methyl-carbamic acid tert-butyl ester (3.02 g, 5.61 mmol) in dichloromethane (30 mL) at ambient temperature trifluoroacetic acid (4.3 mL, 56 mmol) and stirred for 20 h at this temperature. The reaction mixture was added slowly onto an aqueous solution of sodium carbonate (1M, 60 mL). The organic layer was separated and washed w... The reactants are solution, C(CCC)[Li] (butyllithium), C1(CCC1)=O (cyclobutanone), C(C1=CC=CC=C1)NS(=O)(=O)C (N-benzylmethanesulfonamide), C(C)(=O)O (acetic acid). Solvent: CCCCCC (hexane), C1CCOC1 (THF). Reaction conditions: time 5 minute. Product: OC1(CCC1)CS(=O)(=O)N ((1-Hydroxycyclobutyl)methanesulfonamide). As a reaction SMILES: C([NH:8][S:9]([CH3:12])(=[O:11])=[O:10])C1C=CC=CC=1.C([Li])CCC.[C:18]1(=[O:22])[CH2:21][CH2:20][CH2:19]1.C(O)(=O)C>C1COCC1.CCCCCC>[OH:22][C:18]1([CH2:12][S:9]([NH2:8])(=[O:10])=[O:11])[CH2:21][CH2:20][CH2:19]1. Reported procedure: Under inert gas, 2.00 g of N-benzylmethanesulfonamide were initially charged in 20 ml of THF, then, at a temperature of −78° C., 13.50 ml of a 1.6 N solution of butyllithium in hexane were added dropwise and the mixture was stirred at constant temperature for 5 minutes. The reaction solution was admixed with 3.23 ml of cyclobutanone and allowed to come to room temperature while stirring. After the addition of 1.24 ml of acetic acid, the volatile constituents were removed under reduced pressure. ... Reactants: CCOC(=O)c1nc(-c2ccccc2)sc1C#CCOC, CCOC(C)=O. Product: CCOC(=O)c1nc(-c2ccccc2)sc1CCCOC. As a reaction SMILES: [CH3:1][O:2][CH2:3][C:4]#[C:5][c:6]1[c:7]([C:17](=[O:18])[O:19][CH2:20][CH3:21])[n:8][c:9](-[c:11]2[cH:12][cH:13][cH:14][cH:15][cH:16]2)[s:10]1.[CH3:22][CH2:23][O:24][C:25]([CH3:26])=[O:27]>>[CH3:1][O:2][CH2:3][CH2:4][CH2:5][c:6]1[c:7]([C:17](=[O:18])[O:19][CH2:20][CH3:21])[n:8][c:9](-[c:11]2[cH:12][cH:13][cH:14][cH:15][cH:16]2)[s:10]1. Starting materials: S=C(n1ccnc1)n1ccnc1, COc1ccc(N)c2ccn(C(C)C)c12, ClCCl. The product is COc1ccc(N=C=S)c2ccn(C(C)C)c12. Reaction SMILES: [C:16](=[S:17])([n:18]1[cH:19][cH:20][n:21][cH:22]1)[n:23]1[cH:24][cH:25][n:26][cH:27]1.[CH:1]([CH3:2])([CH3:3])[n:4]1[cH:5][cH:6][c:7]2[c:8]([NH2:15])[cH:9][cH:10][c:11]([O:13][CH3:14])[c:12]12.[Cl:28][CH2:29][Cl:30]>>[CH:1]([CH3:2])([CH3:3])[n:4]1[cH:5][cH:6][c:7]2[c:8]([N:15]=[C:16]=[S:17])[cH:9][cH:10][c:11]([O:13][CH3:14])[c:12]12.